The task is: describe an organic reaction: reactants, conditions, products, and yield. This data is from the Open Reaction Database (ORD), a public repository of structured organic reaction records. Reactants: C([O-])([O-])=O.[K+].[K+] (potassium carbonate), CN(C=O)C (N,N-dimethylformamide), C(C)N(CCCN1N=C(C2=C(C=CC=C12)Cl)N)CC (1-(3-diethylaminopropyl)-3-amino-4-chloroindazole), Br.BrCCCN(CC)CC (3-bromopropyldiethylamine hydrobromide). Run in C(Cl)(Cl)Cl (chloroform), O (water). Run at temperature 80 celsius, time 12 hour. Yields the product C(C)N(CCCN1N=C(C2=C(C=CC=C12)Cl)NCCCN(CC)CC)CC (1-(3-diethylaminopropyl)-3-(3-diethylaminopropylamino)-4-chloroindazole). The yield is 52.8%. Reaction SMILES: CN(C)C=O.[CH2:6]([N:8]([CH2:23][CH3:24])[CH2:9][CH2:10][CH2:11][N:12]1[C:20]2[C:15](=[C:16]([Cl:21])[CH:17]=[CH:18][CH:19]=2)[C:14]([NH2:22])=[N:13]1)[CH3:7].Br.Br[CH2:27][CH2:28][CH2:29][N:30]([CH2:33][CH3:34])[CH2:31][CH3:32].C(=O)([O-])[O-].[K+].[K+]>C(Cl)(Cl)Cl.O>[CH2:23]([N:8]([CH2:6][CH3:7])[CH2:9][CH2:10][CH2:11][N:12]1[C:20]2[C:15](=[C:16]([Cl:21])[CH:17]=[CH:18][CH:19]=2)[C:14]([NH:22][CH2:27][CH2:28][CH2:29][N:30]([CH2:33][CH3:34])[CH2:31][CH3:32])=[N:13]1)[CH3:24] |f:2.3,4.5.6|. Procedure: To 60 ml of anhydrous N,N-dimethylformamide were added 9.2 g of 1-(3-diethylaminopropyl)-3-amino-4-chloroindazole prepared by the same method as described in Example 1, 9.0 g of 3-bromopropyldiethylamine hydrobromide and 7.9 g of anhydrous potassium carbonate. The mixture was stirred for 12 hours at 80° C. After cooling, the mixture was added with 80 ml of water and extracted with diethyl ether. The diethyl ether layer was extracted three times with 2N hydrochloric acid, and the hydrochloric aci... The reactants are C(C1=CC=CC=C1)[C@H]1N(CC[C@@H](C1)N(C(C(F)(F)F)=O)CC1=CC=NC2=CC=CC=C12)C(C(CC1=CC=CC=C1)C1=CC=CC=C1)=O ((2R*,4S*)-2-benzyl-1-(2,3-diphenylpropionyl)-N-(4-quinolylmethyl)-N-trifluoroacetyl-4-piperidinamine), [BH4-].[Na+] (sodium borohydride). Product: C(C1=CC=CC=C1)[C@H]1N(CC[C@@H](C1)NCC1=CC=NC2=CC=CC=C12)C(C(CC1=CC=CC=C1)C1=CC=CC=C1)=O ((2R*,4S*)-2-benzyl-1-(2,3-diphenylpropionyl)-N-(4-quinolylmethyl)-4-piperidinamine). As a reaction SMILES: [CH2:1]([C@@H:8]1[CH2:13][C@@H:12]([N:14]([CH2:21][C:22]2[C:31]3[C:26](=[CH:27][CH:28]=[CH:29][CH:30]=3)[N:25]=[CH:24][CH:23]=2)C(=O)C(F)(F)F)[CH2:11][CH2:10][N:9]1[C:32](=[O:47])[CH:33]([C:41]1[CH:46]=[CH:45][CH:44]=[CH:43][CH:42]=1)[CH2:34][C:35]1[CH:40]=[CH:39][CH:38]=[CH:37][CH:36]=1)[C:2]1[CH:7]=[CH:6][CH:5]=[CH:4][CH:3]=1.[BH4-].[Na+]>>[CH2:1]([C@@H:8]1[CH2:13][C@@H:12]([NH:14][CH2:21][C:22]2[C:31]3[C:26](=[CH:27][CH:28]=[CH:29][CH:30]=3)[N:25]=[CH:24][CH:23]=2)[CH2:11][CH2:10][N:9]1[C:32](=[O:47])[CH:33]([C:41]1[CH:42]=[CH:43][CH:44]=[CH:45][CH:46]=1)[CH2:34][C:35]1[CH:40]=[CH:39][CH:38]=[CH:37][CH:36]=1)[C:2]1[CH:7]=[CH:6][CH:5]=[CH:4][CH:3]=1 |f:1.2|. Procedure details: 340 mg (0.535 mmol) of (2R*,4S*)-2-benzyl-1-(2,3-diphenylpropionyl)-N-(4-quinolylmethyl)-N-trifluoroacetyl-4-piperidinamine are reacted with 81 mg (2.14 mmol) of sodium borohydride in analogy to Example 2. The title compound ##STR46## is obtained as mixture of diastereomers in the form of white foam. TLC: methylene chloride/methanol/conc. ammonia (1000:50:1) Rf =0.37, FD-MS: M+ =539. As a reaction SMILES: [C:1]([CH3:2])(=[O:3])[c:4]1[c:5]([O:6][c:7]2[c:8]([Cl:20])[c:9](=[O:19])[n:10]([CH:13]3[CH2:14][CH2:15][CH2:16][CH2:17][O:18]3)[n:11][cH:12]2)[cH:21][cH:22][cH:23][cH:24]1.[CH3:27][OH:28].[ClH:25].[OH2:26]>>[C:1]([CH3:2])(=[O:3])[c:4]1[c:5]([O:6][c:7]2[c:8]([Cl:20])[c:9](=[O:19])[nH:10][n:11][cH:12]2)[cH:21][cH:22][cH:23][cH:24]1. Yields the product CC(=O)c1ccccc1Oc1cn[nH]c(=O)c1Cl. The reactants are CC(=O)c1ccccc1Oc1cnn(C2CCCCO2)c(=O)c1Cl, CO, Cl, O. Starting materials: COC(=O)C1=NC=C(N=C1C)OC (5-methoxy-3-methyl-pyrazine-2-carboxylic acid methyl ester), Cl (HCl), C1(=CC=CC=C1)C (toluene), [OH-].[Na+] (sodium hydroxide). Solvent: C1CCOC1 (THF). Reaction conditions: time 1.5 hour. Product: COC=1N=C(C(=NC1)C(=O)O)C (5-Methoxy-3-methyl-pyrazine-2-carboxylic acid), [Cl-].[Na+] (sodium chloride). As a reaction SMILES: C[O:2][C:3]([C:5]1[C:10]([CH3:11])=[N:9][C:8]([O:12][CH3:13])=[CH:7][N:6]=1)=[O:4].[OH-].[Na+:15].[ClH:16].C1(C)C=CC=CC=1>C1COCC1>[CH3:13][O:12][C:8]1[N:9]=[C:10]([CH3:11])[C:5]([C:3]([OH:4])=[O:2])=[N:6][CH:7]=1.[Cl-:16].[Na+:15] |f:1.2,7.8|. Procedure: A solution of 105 mg (0.577 mmol) 5-methoxy-3-methyl-pyrazine-2-carboxylic acid methyl ester in 2.6 ml THF was cooled to 0. ° C., 0.635 ml (0.635 mmol) 1N sodium hydroxide was added dropwise and the mixture was stirred at room temperature for 1.5 h. After re-cooling to 0° C. 0.635 ml (0.635 mmol) 1N HCl and 1.2 ml toluene were added and the solvents were evaporated to provide the title compound together with sodium chloride as brownish solid. The mixture was used for coupling reactions without f... The reactants are NC(=O)c1ccccc1Br, O=C([O-])[O-], CC(=O)N1Cc2ccc(B3OC(C)(C)C(C)(C)O3)cc2CCc2cc(Cl)ccc21, [Na+], [Na+], c1ccc(P(c2ccccc2)(c2ccccc2)[Pd](P(c2ccccc2)(c2ccccc2)c2ccccc2)(P(c2ccccc2)(c2ccccc2)c2ccccc2)P(c2ccccc2)(c2ccccc2)c2ccccc2)cc1. Yields the product CC(=O)N1Cc2ccc(-c3ccccc3C(N)=O)cc2CCc2cc(Cl)ccc21. RXN SMILES: [Br:30][c:31]1[c:32]([C:33](=[O:34])[NH2:35])[cH:36][cH:37][cH:38][cH:39]1.[C:40](=[O:41])([O-:42])[O-:43].[Cl:1][c:2]1[cH:3][c:4]2[c:5]([cH:28][cH:29]1)[N:6]([C:25]([CH3:26])=[O:27])[CH2:7][c:8]1[c:9]([cH:12][c:13]([B:16]3[O:17][C:18]([CH3:19])([CH3:20])[C:21]([CH3:22])([CH3:23])[O:24]3)[cH:14][cH:15]1)[CH2:10][CH2:11]2.[Na+:44].[Na+:45].[cH:46]1[cH:47][cH:48][c:49]([P:50]([Pd:51]([P:52]([c:53]2[cH:54][cH:55][cH:56][cH:57][cH:58]2)([c:59]2[cH:60][cH:61][cH:62][cH:63][cH:64]2)[c:65]2[cH:66][cH:67][cH:68][cH:69][cH:70]2)([P:71]([c:72]2[cH:73][cH:74][cH:75][cH:76][cH:77]2)([c:78]2[cH:79][cH:80][cH:81][cH:82][cH:83]2)[c:84]2[cH:85][cH:86][cH:87][cH:88][cH:89]2)[P:90]([c:91]2[cH:92][cH:93][cH:94][cH:95][cH:96]2)([c:97]2[cH:98][cH:99][cH:100][cH:101][cH:102]2)[c:103]2[cH:104][cH:105][cH:106][cH:107][cH:108]2)([c:109]2[cH:110][cH:111][cH:112][cH:113][cH:114]2)[c:115]2[cH:116][cH:117][cH:118][cH:119][cH:120]2)[cH:121][cH:122]1>>[Cl:1][c:2]1[cH:3][c:4]2[c:5]([cH:28][cH:29]1)[N:6]([C:25]([CH3:26])=[O:27])[CH2:7][c:8]1[c:9]([cH:12][c:13](-[c:31]3[c:32]([C:33](=[O:34])[NH2:35])[cH:36][cH:37][cH:38][cH:39]3)[cH:14][cH:15]1)[CH2:10][CH2:11]2. The reactants are COC1=C(C=CC=C1)N1CCN(CC1)CCCCN (4-[4-(2-methyloxyphenyl)piperazinyl]butylamine), O1C(NC2=C1C=C(C=C2)C(=O)Cl)=O (benzoxazolin-2-one-6-carbonyl chloride), C([O-])([O-])=O.[Na+].[Na+] (sodium carbonate). Yields the product COC1=C(C=CC=C1)N1CCN(CC1)CCCCNC(=O)C1=CC2=C(NC(O2)=O)C=C1 (N-{4-[4-(2-methyloxyphenyl)piperazinyl]butyl}-benzoxazolin-2-one-6-carboxamide). The yield is 71.2%. RXN SMILES: [CH3:1][O:2][C:3]1[CH:8]=[CH:7][CH:6]=[CH:5][C:4]=1[N:9]1[CH2:14][CH2:13][N:12]([CH2:15][CH2:16][CH2:17][CH2:18][NH2:19])[CH2:11][CH2:10]1.[O:20]1[C:24]2[CH:25]=[C:26]([C:29](Cl)=[O:30])[CH:27]=[CH:28][C:23]=2[NH:22][C:21]1=[O:32].C(=O)([O-])[O-].[Na+].[Na+]>>[CH3:1][O:2][C:3]1[CH:8]=[CH:7][CH:6]=[CH:5][C:4]=1[N:9]1[CH2:10][CH2:11][N:12]([CH2:15][CH2:16][CH2:17][CH2:18][NH:19][C:29]([C:26]2[CH:27]=[CH:28][C:23]3[NH:22][C:21](=[O:32])[O:20][C:24]=3[CH:25]=2)=[O:30])[CH2:13][CH2:14]1 |f:2.3.4|. Reported procedure: According to the method of Example 3, 4-[4-(2-methyloxyphenyl)piperazinyl]butylamine and benzoxazolin-2-one-6-carbonyl chloride were subjected to acylation in the presence of sodium carbonate as deacidficating agent to obtain the product. Yield: 71.2%. mp: 175-177° C. 1HNMR (ppm, DMSO-d6) δ: 1.53 (m, 4H), 2.36 (m, 2H), 2.50 (s, br., 4H), 2.94 (s, br., 4H), 3.28 (m, 2H), 3.76 (s, 3H), 6.86 (m, 2H), 6.93 (m, 2H), 7.15 (d, J=8.1 Hz, 1H), 7.70-7.74 (m, 2H), 8.42 (t, J=5.6 Hz, 1H). The reactants are CC(C)(C)OC(=O)N1CCN(c2cccc(-c3cnc4[nH]cc(C(=O)C(C)(C)C#N)c4n3)c2)CC1, OC(C(F)(F)F)C(F)(F)F. Yields the product CC(C)(C#N)C(=O)c1c[nH]c2ncc(-c3cccc(N4CCNCC4)c3)nc12. As a reaction SMILES: [C:1]([O:2][C:3](=[O:4])[N:8]1[CH2:9][CH2:10][N:11]([c:14]2[cH:15][c:16](-[c:20]3[n:21][c:22]4[c:23]([n:24][cH:25]3)[nH:26][cH:27][c:28]4[C:29]([C:30]([CH3:31])([CH3:32])[C:33]#[N:34])=[O:35])[cH:17][cH:18][cH:19]2)[CH2:12][CH2:13]1)([CH3:5])([CH3:6])[CH3:7].[F:36][C:37]([F:38])([F:39])[CH:40]([OH:41])[C:42]([F:43])([F:44])[F:45]>>[NH:8]1[CH2:9][CH2:10][N:11]([c:14]2[cH:15][c:16](-[c:20]3[n:21][c:22]4[c:23]([n:24][cH:25]3)[nH:26][cH:27][c:28]4[C:29]([C:30]([CH3:31])([CH3:32])[C:33]#[N:34])=[O:35])[cH:17][cH:18][cH:19]2)[CH2:12][CH2:13]1. Reactants: [Se]=O (Selenium oxide), CC(=O)C1=CC(=C(C=C1)OC)F (3-fluoro-4-methoxyacetophenone). Solvent: O1CCOCC1 (dioxane). Run at time 8 hour. Product: COC1=C(C=C(C=C1)C(C=O)=O)F (1-methoxy-2-fluoro-4-glyoxyloylbenzene). As a reaction SMILES: [Se]=[O:2].[CH3:3][C:4]([C:6]1[CH:11]=[CH:10][C:9]([O:12][CH3:13])=[C:8]([F:14])[CH:7]=1)=[O:5]>O1CCOCC1>[CH3:13][O:12][C:9]1[CH:10]=[CH:11][C:6]([C:4](=[O:5])[CH:3]=[O:2])=[CH:7][C:8]=1[F:14]. Procedure details: Selenium oxide (4.953 g) is heated to dissolve in 100 ml aqueous dioxane (95:5 dioxane: H2O). The 3-fluoro-4-methoxyacetophenone (5.00 g) is added to the mixture. The resulting mixture is refluxed overnight then coiled. The precipitated selenium metal is filtered. The filtrate is concentrated in vacuo to give a brown thick gum. It is recrystallized from -~200 ml hot H2O, filtered hot and allowed to stand at RT overnight. The precipitated pale pink flake are filtered, washed with H2O and let air ... The reactants are C1(=CC=CC2=CC=CC=C12)B(O)O (1-Naphthaleneboronic acid), BrC1=CC(=C(C=C1)C(=O)N1CC=2N(CC3=C1C=CC=C3)C=CC2)Cl ((4-bromo-2-chlorophenyl)-(5H, 11H-pyrrolo[2,1-c][1,4]benzodiazepin-10-yl)-methanone), C([O-])([O-])=O.[Na+].[Na+] (sodium carbonate). The reagents and catalysts are C=1C=CC(=CC1)[P](C=2C=CC=CC2)(C=3C=CC=CC3)[Pd]([P](C=4C=CC=CC4)(C=5C=CC=CC5)C=6C=CC=CC6)([P](C=7C=CC=CC7)(C=8C=CC=CC8)C=9C=CC=CC9)[P](C=1C=CC=CC1)(C=1C=CC=CC1)C=1C=CC=CC1 (tetrakis(triphenylphosphine)palladium). Run in C1(=CC=CC=C1)C (toluene), C(C)O (ethanol), O (water). Yields the product ClC1=C(C=CC(=C1)C1=CC=CC2=CC=CC=C12)C(=O)N1CC=2N(CC3=C1C=CC=C3)C=CC2 ((2-Chloro-4-naphthalen-1-yl-phenyl)-(10,11-dihydro-5H-pyrrolo[2,1-c][1,4] benzodiazepin-10-yl)-methanone). As a reaction SMILES: [C:1]1(B(O)O)[C:10]2[C:5](=[CH:6][CH:7]=[CH:8][CH:9]=2)[CH:4]=[CH:3][CH:2]=1.Br[C:15]1[CH:20]=[CH:19][C:18]([C:21]([N:23]2[C:29]3[CH:30]=[CH:31][CH:32]=[CH:33][C:28]=3[CH2:27][N:26]3[CH:34]=[CH:35][CH:36]=[C:25]3[CH2:24]2)=[O:22])=[C:17]([Cl:37])[CH:16]=1.C(=O)([O-])[O-].[Na+].[Na+]>C1(C)C=CC=CC=1.C(O)C.O.C1C=CC([P]([Pd]([P](C2C=CC=CC=2)(C2C=CC=CC=2)C2C=CC=CC=2)([P](C2C=CC=CC=2)(C2C=CC=CC=2)C2C=CC=CC=2)[P](C2C=CC=CC=2)(C2C=CC=CC=2)C2C=CC=CC=2)(C2C=CC=CC=2)C2C=CC=CC=2)=CC=1>[Cl:37][C:17]1[CH:16]=[C:15]([C:1]2[C:10]3[C:5](=[CH:6][CH:7]=[CH:8][CH:9]=3)[CH:4]=[CH:3][CH:2]=2)[CH:20]=[CH:19][C:18]=1[C:21]([N:23]1[C:29]2[CH:30]=[CH:31][CH:32]=[CH:33][C:28]=2[CH2:27][N:26]2[CH:34]=[CH:35][CH:36]=[C:25]2[CH2:24]1)=[O:22] |f:2.3.4,^1:58,60,79,98|. Procedure: 1-Naphthaleneboronic acid (0.52 g, 3.00 mmol) was added to a mixture of (4-bromo-2-chlorophenyl)-(5H, 11H-pyrrolo[2,1-c][1,4]benzodiazepin-10-yl)-methanone of Step A (1.27 g, 3.15 mmol) and sodium carbonate (0.53 g, 4.98 mmol) in toluene (22.5 mL), ethanol (4.5 mL) and water (9 mL). The resultant solution was purged with nitrogen for 10 minutes, then tetrakis(triphenylphosphine)palladium (0.18 g, 0.06 mmol) was added. The reaction mixture was heated to reflux for 76 hours. The solution was coole...